From a dataset of the Open Reaction Database (ORD), a public repository of structured organic reaction records. describe an organic reaction: reactants, conditions, products, and yield The reactants are O1C(OCC1)C=1C=C(C=C(C1)OC(F)(F)F)N1CCN(CC1)C(C)C (1-(3-(1,3-Dioxolan-2-yl)-5-(trifluoromethoxy)phenyl)-4-isopropylpiperazine), C(=O)O (formic acid). The solvent is O (Water). Reaction conditions: temperature 60 celsius. The product is C(C)(C)N1CCN(CC1)C=1C=C(C=O)C=C(C1)OC(F)(F)F (3-(4-Isopropylpiperazin-1-yl)-5-(trifluoromethoxy)benzaldehyde). Yield: 69.6%. As a reaction SMILES: [O:1]1CCO[CH:2]1[C:6]1[CH:7]=[C:8]([N:17]2[CH2:22][CH2:21][N:20]([CH:23]([CH3:25])[CH3:24])[CH2:19][CH2:18]2)[CH:9]=[C:10]([O:12][C:13]([F:16])([F:15])[F:14])[CH:11]=1.C(O)=O>O>[CH:23]([N:20]1[CH2:19][CH2:18][N:17]([C:8]2[CH:7]=[C:6]([CH:11]=[C:10]([O:12][C:13]([F:16])([F:15])[F:14])[CH:9]=2)[CH:2]=[O:1])[CH2:22][CH2:21]1)([CH3:25])[CH3:24]. Reported procedure: Water (1.3 mL) was added to a suspension of 1-(3-(1,3-dioxolan-2-yl)-5-(trifluoromethoxy)phenyl)-4-isopropylpiperazine (22, 996 mg, 2.76 mmol) and formic acid (6.71 g, 145 mmol). The mixture was heated to 60° C. for 20 h. The reaction mixture was concentrated to a brown oil in vacuo. The oil was dissolved in EtOAc (100 mL) and the solution was washed with saturated aq. NaHCO3 solution (100 mL) and brine (100 mL). After drying over Na2SO4, the suspension was filtered and the filtrate concentrated...